Dataset: the Open Reaction Database (ORD), a public repository of structured organic reaction records. Task: describe an organic reaction: reactants, conditions, products, and yield The reactants are C(CCC)[Sn](C=C)(CCCC)CCCC (Tributyl(vinyl)tin), BrC=1C=C(C=CC1)[C@@H](C)O ((R)-1-(3-bromo-phenyl)-ethanol), C(CCC)[Sn](C=C)(CCCC)CCCC (tributyl(vinyl)tin). Reagents/catalysts: Cl[Pd]([P](C1=CC=CC=C1)(C2=CC=CC=C2)C3=CC=CC=C3)([P](C4=CC=CC=C4)(C5=CC=CC=C5)C6=CC=CC=C6)Cl (bis(triphenylphosphine)palladium(II) dichloride), Cl[Pd]([P](C1=CC=CC=C1)(C2=CC=CC=C2)C3=CC=CC=C3)([P](C4=CC=CC=C4)(C5=CC=CC=C5)C6=CC=CC=C6)Cl (Bis(triphenylphosphine)palladium(II) dichloride). Solvent: C1(=CC=CC=C1)C (toluene). Conditions: temperature 45 celsius, time 18 hour. Yields the product C(=C)C=1C=C(C=CC1)[C@@H](C)O ((R)-1-(3-Vinyl-phenyl)-ethanol). Isolated yield 88.9%. Reaction SMILES: Br[C:2]1[CH:3]=[C:4]([C@H:8]([OH:10])[CH3:9])[CH:5]=[CH:6][CH:7]=1.[CH2:11]([Sn](CCCC)(CCCC)C=C)[CH2:12]CC>C1(C)C=CC=CC=1.Cl[Pd](Cl)([P](C1C=CC=CC=1)(C1C=CC=CC=1)C1C=CC=CC=1)[P](C1C=CC=CC=1)(C1C=CC=CC=1)C1C=CC=CC=1>[CH:11]([C:2]1[CH:3]=[C:4]([C@H:8]([OH:10])[CH3:9])[CH:5]=[CH:6][CH:7]=1)=[CH2:12] |^1:35,54|. Reported procedure: Bis(triphenylphosphine)palladium(II) dichloride (360 mg, 0.512 mmol) was added to a degassed solution of (R)-1-(3-bromo-phenyl)-ethanol (1.03 g, 5.123 mmol) and tributyl(vinyl)tin (1.8 ml, 6.15 mmol) in toluene (10 ml) under N2 and the reaction was stirred at 45° C. for 18 h. Tributyl(vinyl)tin (2.56 mmol, 750 uL) and bis(triphenylphosphine)palladium(II) dichloride (0.256 mmol, 180 mg) were added and stirring was continued for 18 h. The reaction was cooled and the solvent evaporated to afford a ... The reactants are Cl.C1(=CC=CC=C1)C1=CC=C(O1)C(OC)=N (methyl 5-phenyl-2-furimidate hydrochloride), alcohol, COC(CN)OC (aminoacetaldehyde dimethyl acetal). The solvent is C(C)#N (acetonitrile). The product is Cl.C1(=CC=CC=C1)C1=CC=C(O1)C=1NC=CN1 (2-(5-Phenyl-2-furyl)imidazole Hydrochloride). RXN SMILES: [ClH:1].[C:2]1([C:8]2[O:12][C:11]([C:13](=[NH:16])OC)=[CH:10][CH:9]=2)[CH:7]=[CH:6][CH:5]=[CH:4][CH:3]=1.CO[CH:19](OC)[CH2:20][NH2:21]>C(#N)C>[ClH:1].[C:2]1([C:8]2[O:12][C:11]([C:13]3[NH:16][CH:19]=[CH:20][N:21]=3)=[CH:10][CH:9]=2)[CH:7]=[CH:6][CH:5]=[CH:4][CH:3]=1 |f:0.1,4.5|. Reported procedure: A mixture of methyl 5-phenyl-2-furimidate hydrochloride (33 g, 0.14 mole), absolute alcohol (500 ml) and aminoacetaldehyde dimethyl acetal (15 g, 0.14 mole) was refluxed for 3 hr. The solvent was removed in a rotary evaporator and the residue was heated for 20 hr. at 63°-73° C with 3N HCl (400 ml). The solvent was decanted and the black viscous material was washed with water. It was purified by stirring with boiling acetonitrile and collected by filtration to give 4.1 g (9%). An analytical sampl...